Dataset: the Open Reaction Database (ORD), a public repository of structured organic reaction records. Task: describe an organic reaction: reactants, conditions, products, and yield Reactants: O=C(C(=O)OCC1=CC(=CC=C1)OC1=CC=CC=C1)C(C)C (m-phenoxybenzyl 2-oxo-3-methylbutanoate), ClC1=C(N)C(=CC(=C1)Cl)Cl (2,4,6-trichloroaniline). Run in C1=CC=CC=C1 (benzene). Reaction conditions: time 8 hour. Yields the product m-phenoxybenzyl ester, ClC1=C(C(=CC(=C1)Cl)Cl)N[C@@H](C(C)C)C(=O)O (N-(2,4,6-trichlorophenyl)valine). As a reaction SMILES: O=[C:2]([CH:20]([CH3:22])[CH3:21])[C:3]([O:5]CC1C=CC=C(OC2C=CC=CC=2)C=1)=[O:4].[Cl:23][C:24]1[CH:30]=[C:29]([Cl:31])[CH:28]=[C:27]([Cl:32])[C:25]=1[NH2:26]>C1C=CC=CC=1>[Cl:23][C:24]1[CH:30]=[C:29]([Cl:31])[CH:28]=[C:27]([Cl:32])[C:25]=1[NH:26][C@H:2]([C:3]([OH:5])=[O:4])[CH:20]([CH3:22])[CH3:21]. Procedure details: A mixture of 0.5 g of m-phenoxybenzyl 2-oxo-3-methylbutanoate, 0.39 g of 2,4,6-trichloroaniline, 0.02 g of p-toluenesulfanylacetate and 10 ml of benzene is heated to reflux for about 5.5 hr. A Dean-Stark trap is used to remove water. The reaction is worked by pouring into ether/sodium bicarbonate solution. The organic phase is washed with water and brine, dried over magnesium sulfate and evaporated. To the reaction product (0.79 g) is added 3 ml of methanol, 1 ml of THF and 0.19 g of NaCNBH3. Th... The reactants are [H-].[Na+] (Sodium hydride), FC1=C(C=CC(=C1)F)SCCCO (3-[(2,4-difluorophenyl)thio]propan-1-ol). Solvent: CN(C)C=O (DMF). Conditions: time 24 hour. Yields the product FC1=CC2=C(SCCCO2)C=C1 (8-Fluoro-3,4-dihydro-2H-1,5-benzoxathiepine). Yield: 29.7%. RXN SMILES: [H-].[Na+].F[C:4]1[CH:9]=[C:8]([F:10])[CH:7]=[CH:6][C:5]=1[S:11][CH2:12][CH2:13][CH2:14][OH:15]>CN(C=O)C>[F:10][C:8]1[CH:7]=[CH:6][C:5]2[S:11][CH2:12][CH2:13][CH2:14][O:15][C:4]=2[CH:9]=1 |f:0.1|. Reported procedure: Sodium hydride (60% dispersion in mineral oil) (177 mg, 4.42 mmol) was added to a solution of 3-[(2,4-difluorophenyl)thio]propan-1-ol (0.41 g, 2.01 mmol) in DMF (40 mL) and the mixture stirred at RT for 24 hours. The solvent was removed in vacuo and iced water (200 mL) added. The mixture was extracted into ethyl acetate and the organics washed with brine (40 mL), dried (MgSO4), filtered and reduced in vacuo to give a white solid which was chromatographed on silica, eluting with 0-10% ethyl aceta... Starting materials: NC=1NC(C(=C(N1)C1=CC=CC=C1)C#N)=S (2-amino-4-phenyl-6-thioxo-1,6-dihydro-pyrimidine-5-carbonitrile), C1(CCCC1)Br (cyclopentyl bromide), CC[O-].[Na+] (sodium ethylate). Solvent: C(C)O (ethanol). Product: NC1=NC(=C(C(=N1)SC1CCCC1)C#N)C1=CC=CC=C1 (2-Amino-4-cyclopentylsulfanyl-6-phenyl-pyrimidine-5-carbonitrile). Reaction SMILES: [NH2:1][C:2]1[NH:3][C:4](=[S:16])[C:5]([C:14]#[N:15])=[C:6]([C:8]2[CH:13]=[CH:12][CH:11]=[CH:10][CH:9]=2)[N:7]=1.[CH:17]1(Br)[CH2:21][CH2:20][CH2:19][CH2:18]1.CC[O-].[Na+]>C(O)C>[NH2:1][C:2]1[N:3]=[C:4]([S:16][CH:17]2[CH2:21][CH2:20][CH2:19][CH2:18]2)[C:5]([C:14]#[N:15])=[C:6]([C:8]2[CH:13]=[CH:12][CH:11]=[CH:10][CH:9]=2)[N:7]=1 |f:2.3|. Reported procedure: From 2-amino-4-phenyl-6-thioxo-1,6-dihydro-pyrimidine-5-carbonitrile, cyclopentyl bromide and sodium ethylate in ethanol. EI-MS m/e (%): 296 (M+, 36), 295 ([M—H]+, 100), 228 ([M—C5H8]+, 100). The reactants are CCOC(C)=O, NCCCCCCC(=O)O, O=C1OC(=O)c2ccccc21. The product is O=C(O)CCCCCCN1C(=O)c2ccccc2C1=O. Reaction SMILES: [CH3:22][CH2:23][O:24][C:25](=[O:26])[CH3:27].[NH2:12][CH2:13][CH2:14][CH2:15][CH2:16][CH2:17][CH2:18][C:19](=[O:20])[OH:21].[O:1]=[C:2]1[O:3][C:4](=[O:5])[c:6]2[cH:7][cH:8][cH:9][cH:10][c:11]21>>[C:2]1(=[O:3])[c:11]2[c:6]([cH:7][cH:8][cH:9][cH:10]2)[C:4](=[O:5])[N:12]1[CH2:13][CH2:14][CH2:15][CH2:16][CH2:17][CH2:18][C:19](=[O:20])[OH:21].